From a dataset of the Open Reaction Database (ORD), a public repository of structured organic reaction records. describe an organic reaction: reactants, conditions, products, and yield The reactants are S1C(=CC=C1)C(C(=O)OC)=O (methyl 2-thiopheneglyoxylate), [BH4-].[Na+] (sodium borohydride). Run in C(C)O (ethanol), O (water). Run at time 10 minute. Yields the product OC(C(=O)OC)C=1SC=CC1 (methyl α-hydroxy-2-thienylacetate). The yield is 88.4%. Reaction SMILES: [S:1]1[CH:5]=[CH:4][CH:3]=[C:2]1[C:6](=[O:11])[C:7]([O:9][CH3:10])=[O:8].[BH4-].[Na+]>C(O)C.O>[OH:11][CH:6]([C:2]1[S:1][CH:5]=[CH:4][CH:3]=1)[C:7]([O:9][CH3:10])=[O:8] |f:1.2|. Reported procedure: To a stirred solution of methyl 2-thiopheneglyoxylate (1.01 g) in ethanol (20 ml) in an ice bath was added sodium borohydride (0.113 g) in 1 ml of water, and the mixture was stirred for 10 minutes. The reaction was quenched with aqueous acetic acid and the mixture was partitioned between methylene chloride and water. The organic extract was washed with brine, dried (sodium sulfate) and evaporated to give methyl α-hydroxy-2-thienylacetate as an oil (0.903 g). Reactants: BrC1=CC2=C(N=C(S2)[C@@H]2C[C@H](C2)N2[C@@H](CCC2)C)C=C1 (Trans-6-bromo-2-{3-[(2R)-2-methylpyrrolidin-1-yl]cyclobutyl}-1,3-benzothiazole), COC1=NC=C(C=N1)B(O)O (2-methoxypyrimidine-5-boronic acid), N1=CN=CC(=C1)B(O)O (pyrimidine-5-boronic acid). The product is COC1=NC=C(C=N1)C1=CC2=C(N=C(S2)[C@@H]2C[C@H](C2)N2CCCC2)C=C1 (Trans-6-(2-methoxypyrimidin-5-yl)-2-(3-pyrrolidin-1-ylcyclobutyl)-1,3-benzothiazole). As a reaction SMILES: Br[C:2]1[CH:20]=[CH:19][C:5]2[N:6]=[C:7]([C@H:9]3[CH2:12][C@H:11]([N:13]4[CH2:17][CH2:16][CH2:15][C@H:14]4C)[CH2:10]3)[S:8][C:4]=2[CH:3]=1.[CH3:21][O:22][C:23]1[N:28]=[CH:27][C:26](B(O)O)=[CH:25][N:24]=1.N1C=C(B(O)O)C=NC=1>>[CH3:21][O:22][C:23]1[N:28]=[CH:27][C:26]([C:2]2[CH:20]=[CH:19][C:5]3[N:6]=[C:7]([C@H:9]4[CH2:12][C@H:11]([N:13]5[CH2:14][CH2:15][CH2:16][CH2:17]5)[CH2:10]4)[S:8][C:4]=3[CH:3]=2)=[CH:25][N:24]=1. Procedure details: The title compound was prepared according to the procedure described in Example 1F, substituting the product of Example 62A for the product of Example 1E and substituting 2-methoxypyrimidine-5-boronic acid for pyrimidine-5-boronic acid. 1H NMR (300 MHz, CDCl3) δ ppm 8.78 (s, 1H) 8.07 (d, J=8.48 Hz, 1H) 7.98 (d, J=1.70 Hz, 1H) 7.60 (dd, J=8.48, 2.03 Hz, 1H) 4.08 (s, 3H) 3.93-4.07 (m, 1H) 3.26-3.45 (m, 1H) 2.50-2.80 (m, 6H) 1.78-1.96 (m, 4H) 1.59 (m, 2H). MS: (M+H)+=367. Starting materials: OCC=1C=C(C=CC1OC)CC(C(=O)OCC)OC(C)C (ethyl 3-[3-(hydroxymethyl)-4-methoxyphenyl]-2-isopropoxypropanoate), P(Br)(Br)Br (phosphorus tribromide). Run in C(OC)COC (dimethoxyethane), CCOCC (ether). Conditions: time 4 hour. Yields the product BrCC=1C=C(C=CC1OC)CC(C(=O)OCC)OC(C)C (ethyl 3-[3-(bromomethyl)-4-methoxyphenyl]-2-isopropoxypropanoate). RXN SMILES: O[CH2:2][C:3]1[CH:4]=[C:5]([CH2:11][CH:12]([O:18][CH:19]([CH3:21])[CH3:20])[C:13]([O:15][CH2:16][CH3:17])=[O:14])[CH:6]=[CH:7][C:8]=1[O:9][CH3:10].P(Br)(Br)[Br:23]>C(COC)OC.CCOCC>[Br:23][CH2:2][C:3]1[CH:4]=[C:5]([CH2:11][CH:12]([O:18][CH:19]([CH3:21])[CH3:20])[C:13]([O:15][CH2:16][CH3:17])=[O:14])[CH:6]=[CH:7][C:8]=1[O:9][CH3:10]. Procedure details: 2.2 g of ethyl 3-[3-(hydroxymethyl)-4-methoxyphenyl]-2-isopropoxypropanoate was dissolved in 15 ml dimethoxyethane. 1.2 ml phosphorus tribromide was added thereto under ice-cooling, followed by stirring at room temperature for 4 hours. The reaction solution was diluted with ether and washed with water. The organic layer was washed with brine, dried over anhydrous magnesium sulfate and the solvent was evapoarated. The residue was subjected to silica gel column chromatography, to give 2.6 g of eth... Starting materials: ClC=1C=C(C=CC1)S (3-chlorobenzenethiol), ClC=1C=C(C=CC1)S(=O)(=O)C=1C=C2CCCC(C2=CC1)=O (6-(3-chloro-benzenesulfonyl)-3,4-dihydro-2H-naphthalen-1-one). Yields the product C1(=CC=CC=C1)S(=O)(=O)C=1C=C2CCCC(C2=CC1)=O (6-Benzenesulfonyl-3,4-dihydro-2H-naphthalen-1-one). As a reaction SMILES: ClC1C=C(S)C=CC=1.Cl[C:10]1[CH:11]=[C:12]([S:16]([C:19]2[CH:20]=[C:21]3[C:26](=[CH:27][CH:28]=2)[C:25](=[O:29])[CH2:24][CH2:23][CH2:22]3)(=[O:18])=[O:17])[CH:13]=[CH:14][CH:15]=1>>[C:12]1([S:16]([C:19]2[CH:20]=[C:21]3[C:26](=[CH:27][CH:28]=2)[C:25](=[O:29])[CH2:24][CH2:23][CH2:22]3)(=[O:18])=[O:17])[CH:11]=[CH:10][CH:15]=[CH:14][CH:13]=1. Procedure: Similarly prepared using the above procedure with 3-chlorobenzenethiol in step 4, was 6-(3-chloro-benzenesulfonyl)-3,4-dihydro-2H-naphthalen-1-one. MS: 287 (M+H)+. Starting materials: ClC=1C=C(C=CC1Cl)C(CCN(C)C)N1N=CN=N1 ([3-(3,4-Dichloro-phenyl)-3-tetrazol-2-yl-propyl]-dimethyl-amine), C(C)OC(=O)Cl (ethylchloroformate), C(=O)(O)[O-].[Na+] (NaHCO3), [OH-].[K+] (potassium hydroxide), C(=O)(O)[O-].[Na+] (NaHCO3). The solvent is C(Cl)(Cl)Cl (chloroform), O (water), C(C)(=O)OCC (ethyl acetate). Yields the product ClC=1C=C(C=CC1Cl)C(CCNC)N1N=CN=N1 ([3-(3,4-Dichloro-phenyl)-3-tetrazol-2-yl-propyl]-methyl-amine). The yield is 80.0%. As a reaction SMILES: [Cl:1][C:2]1[CH:3]=[C:4]([CH:9]([N:15]2[N:19]=[N:18][CH:17]=[N:16]2)[CH2:10][CH2:11][N:12](C)[CH3:13])[CH:5]=[CH:6][C:7]=1[Cl:8].C(OC(Cl)=O)C.C([O-])(O)=O.[Na+].[OH-].[K+]>C(Cl)(Cl)Cl.O.C(OCC)(=O)C>[Cl:1][C:2]1[CH:3]=[C:4]([CH:9]([N:15]2[N:19]=[N:18][CH:17]=[N:16]2)[CH2:10][CH2:11][NH:12][CH3:13])[CH:5]=[CH:6][C:7]=1[Cl:8] |f:2.3,4.5|. Procedure: To a solution of [3-(3,4-Dichloro-phenyl)-3-tetrazol-2-yl-propyl]-dimethyl-amine (2 mmol) in chloroform was added ethylchloroformate (>10 equiv.) and NaHCO3 (>20 equiv.) and this solution was refluxed for 3 h. After that, chloroform was evaporated and ethyl acetate was added and then this organic layer was washed with water 3 times. It was dried over MgSO4, filtered, evaporated and the filtrate was concentrated at reduced pressure. The residue was dissolved in ethanol and potassium hydroxide (>2... The reactants are N#Cc1ccc(N2CC(C(=O)O)OC2=O)cc1, CC(C)(C)OC(=O)C(N)Cc1ccccc1. The product is CC(C)(C)OC(=O)C(Cc1ccccc1)NC(=O)C1CN(c2ccc(C#N)cc2)C(=O)O1. RXN SMILES: [C:17](#[N:18])[c:19]1[cH:20][cH:21][c:22]([N:25]2[C:26](=[O:33])[O:27][CH:28]([C:30](=[O:31])[OH:32])[CH2:29]2)[cH:23][cH:24]1.[C:1]([CH3:2])([CH3:3])([CH3:4])[O:5][C:6]([CH:7]([NH2:8])[CH2:9][c:10]1[cH:11][cH:12][cH:13][cH:14][cH:15]1)=[O:16]>>[C:1]([CH3:2])([CH3:3])([CH3:4])[O:5][C:6]([CH:7]([NH:8][C:30]([CH:28]1[O:27][C:26](=[O:33])[N:25]([c:22]2[cH:21][cH:20][c:19]([C:17]#[N:18])[cH:24][cH:23]2)[CH2:29]1)=[O:31])[CH2:9][c:10]1[cH:11][cH:12][cH:13][cH:14][cH:15]1)=[O:16]. Isolated yield 79.6%. Yields the product N[C@@](C)(CC)C(=O)N[C@@H](CC1=CC=CC=C1)C(=O)N[C@@H](CCC)C(=O)N[C@@H](CC1CCCCC1)C=O (Iva-Phe-Nva-Cha-H). Reaction conditions: temperature 0 celsius, time 2.5 hour. Run in CC(OCC)=O (EA), C1CCOC1 (THF), C1CCOC1 (THF). As a reaction SMILES: [NH2:1][C@:2]([C:6]([NH:8][C@H:9]([C:17]([NH:19][C@H:20]([C:24]([NH:26][C@H:27]([C:35](O)=[O:36])[CH2:28][CH:29]1[CH2:34][CH2:33][CH2:32][CH2:31][CH2:30]1)=[O:25])[CH2:21][CH2:22][CH3:23])=[O:18])[CH2:10][C:11]1[CH:16]=[CH:15][CH:14]=[CH:13][CH:12]=1)=[O:7])([CH2:4][CH3:5])[CH3:3].C[N-]OC.[H-].[H-].[H-].[H-].[Li+].[Al+3].[C@H](O)(C([O-])=O)[C@@H](O)C([O-])=O.[Na+].[K+].S(=O)(=O)(O)O>C1COCC1.CC(=O)OCC>[NH2:1][C@:2]([C:6]([NH:8][C@H:9]([C:17]([NH:19][C@H:20]([C:24]([NH:26][C@H:27]([CH:35]=[O:36])[CH2:28][CH:29]1[CH2:30][CH2:31][CH2:32][CH2:33][CH2:34]1)=[O:25])[CH2:21][CH2:22][CH3:23])=[O:18])[CH2:10][C:11]1[CH:12]=[CH:13][CH:14]=[CH:15][CH:16]=1)=[O:7])([CH2:4][CH3:5])[CH3:3] |f:0.1,2.3.4.5.6.7,8.9.10|. The reactants are N[C@@](C)(CC)C(=O)N[C@@H](CC1=CC=CC=C1)C(=O)N[C@@H](CCC)C(=O)N[C@@H](CC1CCCCC1)C(=O)O.C[N-]OC (Iva-Phe-Nva-Cha N,O-dimethylhydroxylamide), [H-].[H-].[H-].[H-].[Li+].[Al+3] (LAH), [C@@H]([C@H](C(=O)[O-])O)(C(=O)[O-])O.[Na+].[K+] (Seignette salt), S(O)(O)(=O)=O (sulfuric acid), [H-].[H-].[H-].[H-].[Li+].[Al+3] (LAH). Reported procedure: A solution of 640 mg (1.18 mmol) of Iva-Phe-Nva-Cha-N,O-dimethylhydroxylamide in 3.2 ml of absolute THF is added dropwise to a suspension of 60.8 mg (1.59 mmol) of LAH in 1.6 ml of absolute THF at -5° C.; after 2.5 hours at 0° C., a further 30.5 mg (0.8 mmol) of LAH are added, and the mixture is stirred at 0° C. for a further 30 minutes, cooled to -10° C. and 1.08 ml of saturated Seignette salt solution is slowly added dropwise, and the mixture is stirred for 30 minutes and then 2.46 ml of 2N su... The reactants are CC=1N=C2N(C(C1C1=CC=C(C#N)C=C1)=O)C=CS2 (4-(7-Methyl-5-oxo-5H-[1,3]thiazolo[3,2-a]pyrimidin-6-yl)benzonitrile), FC(C1=CC=C(C=C1)B(O)O)(F)F (4-(trifluoromethyl)phenyl boronic acid), Pd[(C6H5)3P]4, C([O-])([O-])=O.[Na+].[Na+] (sodium carbonate), FC=1C=C(C=C(C1)F)C1=C(N=C2N(C1=O)C=CS2)C (6-(3,5-Difluorophenyl)-7-methyl-5H-[1,3]thiazolo[3,2-a]pyrimidin-5-one). Solvent: C1(=CC=CC=C1)C (toluene), O (water), C(C)O (ethanol). Yields the product CC=1N=C2N(C(C1C1=CC=C(C=C1)C(F)(F)F)=O)C=CS2 (7-Methyl-6-[4-(trifluoromethyl)phenyl]-5H-[1,3]thiazolo[3,2-a]pyrimidin-5-one). The yield is 159.8%. Reaction SMILES: [CH3:1][C:2]1[N:3]=[C:4]2[S:19][CH:18]=[CH:17][N:5]2[C:6](=[O:16])[C:7]=1C1C=CC(C#N)=CC=1.[F:20][C:21]([F:32])([F:31])[C:22]1[CH:27]=[CH:26][C:25](B(O)O)=[CH:24][CH:23]=1.C(=O)([O-])[O-].[Na+].[Na+].FC1C=C(C2C(=O)N3C=CSC3=NC=2C)C=C(F)C=1>C1(C)C=CC=CC=1.O.C(O)C>[CH3:1][C:2]1[N:3]=[C:4]2[S:19][CH:18]=[CH:17][N:5]2[C:6](=[O:16])[C:7]=1[C:25]1[CH:26]=[CH:27][C:22]([C:21]([F:32])([F:31])[F:20])=[CH:23][CH:24]=1 |f:2.3.4|. Reported procedure: The title compound was prepared by coupling reaction of Step 2 intermediate from Intermediate 4 (10.9 g, 37.312 mmol) with 4-(trifluoromethyl)phenyl boronic acid (9.9 g, 52.241 mmol) in the presence of Pd[(C6H5)3P]4 (1.72 g, 1.491 mmol) and sodium carbonate (23.7 g, 223.891 mol) in a mixture of toluene, ethanol and water according to the procedure described in Intermediate 3, step 3 yielded 18.5 g of the desired compound as a light yellow solid; 1H NMR (300 MHz, DMSO-d6) δ 2.18 (s, 3H), 7.53-7.5... Reactants: C([O-])([O-])=O.[Na+].[Na+] (sodium carbonate), ClC1=CC=C(C=C1)C1(CCC1)CCN (2-[1-(4-Chlorophenyl)cyclobutyl]ethylamine), BrCCCCBr (1,4-dibromobutane). Solvent: C=1(C(=CC=CC1)C)C (xylene). The product is ClC1=CC=C(C=C1)C1(CCC1)CCN1CCCC1 (N-2-[1-(4-chlorophenyl)cyclobutyl]ethylpyrrolidine), Formula 1. RXN SMILES: [Cl:1][C:2]1[CH:7]=[CH:6][C:5]([C:8]2([CH2:12][CH2:13][NH2:14])[CH2:11][CH2:10][CH2:9]2)=[CH:4][CH:3]=1.Br[CH2:16][CH2:17][CH2:18][CH2:19]Br.C(=O)([O-])[O-].[Na+].[Na+]>C1(C)C(C)=CC=CC=1>[Cl:1][C:2]1[CH:3]=[CH:4][C:5]([C:8]2([CH2:12][CH2:13][N:14]3[CH2:19][CH2:18][CH2:17][CH2:16]3)[CH2:11][CH2:10][CH2:9]2)=[CH:6][CH:7]=1 |f:2.3.4|. Procedure details: 2-[1-(4-Chlorophenyl)cyclobutyl]ethylamine (12 g) prepared as described in Example 1, 1,4-dibromobutane (12.4 g) and anhydrous sodium carbonate (14.3 g) were mixed in xylene (100 ml) and the mixture heated under reflux with stirring for sixteen hours. The mixture was cooled, filtered and the xylene removed by evaporation to give a residue which on distillation gave N-2-[1-(4-chlorophenyl)cyclobutyl]ethylpyrrolidine (b.p. 148°-150°/1.5 mm Hg) (Formula 1 R1,R2 =H; R3 and R4 together with the nitro...